Dataset: the Open Reaction Database (ORD), a public repository of structured organic reaction records. Task: describe an organic reaction: reactants, conditions, products, and yield Reactants: [OH-].[Na+] (sodium hydroxide), COC(C1=CC(=C(C=C1)C#N)[N+](=O)[O-])=O (4-Cyano-3-nitro-benzoic acid methyl ester), Cl (hydrochloric acid). Run at temperature 25 celsius, time 4 hour. RXN SMILES: C[O:2][C:3](=[O:15])[C:4]1[CH:9]=[CH:8][C:7]([C:10]#[N:11])=[C:6]([N+:12]([O-:14])=[O:13])[CH:5]=1.[OH-].[Na+].Cl>O1CCCC1.O>[C:10]([C:7]1[CH:8]=[CH:9][C:4]([C:3]([OH:15])=[O:2])=[CH:5][C:6]=1[N+:12]([O-:14])=[O:13])#[N:11] |f:1.2|. Yields the product C(#N)C1=C(C=C(C(=O)O)C=C1)[N+](=O)[O-] (4-cyano-3-nitro-benzoic acid). Procedure: 4-Cyano-3-nitro-benzoic acid methyl ester (13.4 g, 61.6 mmol) was dissolved in tetrahydrofuran (74 ml) and aqueous sodium hydroxide (1M) (73.9 ml) was added. The reaction mixture was stirred at 25° C. for 4 hours. Then the reaction mixture was diluted with water (700 ml) and acidified with aqueous hydrochloric acid (1M). The mixture was extracted with ethyl acetate. The combined organic phases were dried over sodium sulfate and concentrated. 4-Cyano-3-nitro-benzoic acid (12.0 g) was used in the ... The solvent is O (water), O1CCCC1 (tetrahydrofuran). The reactants are C1CCOC1, C=CCCC(F)(F)CCOCCCCc1ccccc1, [O-][I+3]([O-])([O-])[O-], [Na+], O. Yields the product O=CCCC(F)(F)CCOCCCCc1ccccc1. Reaction SMILES: [CH2:27]1[O:28][CH2:29][CH2:30][CH2:31]1.[F:1][C:2]([CH2:3][CH2:4][O:5][CH2:6][CH2:7][CH2:8][CH2:9][c:10]1[cH:11][cH:12][cH:13][cH:14][cH:15]1)([CH2:16][CH2:17][CH:18]=[CH2:19])[F:20].[I+3:21]([O-:22])([O-:23])([O-:24])[O-:25].[Na+:26].[OH2:32]>>[F:1][C:2]([CH2:3][CH2:4][O:5][CH2:6][CH2:7][CH2:8][CH2:9][c:10]1[cH:11][cH:12][cH:13][cH:14][cH:15]1)([CH2:16][CH2:17][CH:18]=[O:22])[F:20]. Starting materials: COC1(C)CCNCC1, Cc1ccccc1, O=C(CCCCl)c1ccc(F)cc1, [I-], [K+]. The product is COC1(C)CCNCC1, Cl. As a reaction SMILES: [CH3:14][C:15]1([O:21][CH3:22])[CH2:16][CH2:17][NH:18][CH2:19][CH2:20]1.[CH3:25][c:26]1[cH:27][cH:28][cH:29][cH:30][cH:31]1.[Cl:1][CH2:2][CH2:3][CH2:4][C:5]([c:6]1[cH:7][cH:8][c:9]([F:10])[cH:11][cH:12]1)=[O:13].[I-:24].[K+:23]>>[CH3:14][C:15]1([O:21][CH3:22])[CH2:16][CH2:17][NH:18][CH2:19][CH2:20]1.[ClH:1]. Starting materials: ClC(=O)OCC=C (allyl chloroformate), O=C1OCC2=CC=C(C=C12)C#N (1-Oxo-1,3-dihydroisobenzofuran-6-carbonitrile), [OH-].[Na+] (sodium hydroxide), COC1=CC=C(CCl)C=C1 (4-methoxybenzyl chloride). Reagents/catalysts: CN(C)C1=CC=NC=C1 (4-(N,N-dimethylamino)pyridine). Solvent: ClCCl (dichloromethane), O1C(CCC1)CO (tetrahydrofuran-methanol), C(C)(=O)OCC (ethyl acetate), CCCCCC (hexane), C(C)(=O)OCC (ethyl acetate). Run at time 10 minute. The product is C(C=C)OC(=O)OCC1=C(C(=O)OCC2=CC=C(C=C2)OC)C=C(C=C1)C#N (4-Methoxybenzyl 2-[(allyloxycarbonyl)oxymethyl]-5-cyanobenzoate). Isolated yield 46.9%. As a reaction SMILES: [O:1]=[C:2]1[C:10]2[C:5](=[CH:6][CH:7]=[C:8]([C:11]#[N:12])[CH:9]=2)[CH2:4][O:3]1.[OH-:13].[Na+].[CH3:15][O:16][C:17]1[CH:24]=[CH:23][C:20]([CH2:21]Cl)=[CH:19][CH:18]=1.Cl[C:26]([O:28][CH2:29][CH:30]=[CH2:31])=[O:27]>O1CCCC1CO.CN(C1C=CN=CC=1)C.C(OCC)(=O)C.CCCCCC.ClCCl>[CH2:29]([O:28][C:26]([O:3][CH2:4][C:5]1[CH:6]=[CH:7][C:8]([C:11]#[N:12])=[CH:9][C:10]=1[C:2]([O:1][CH2:21][C:20]1[CH:23]=[CH:24][C:17]([O:16][CH3:15])=[CH:18][CH:19]=1)=[O:13])=[O:27])[CH:30]=[CH2:31] |f:1.2|. Reported procedure: 1-Oxo-1,3-dihydroisobenzofuran-6-carbonitrile (3.01 g, 18.9 mmol) obtained from Example 5-(2) was dissolved in a mixed solvent (200 ml) of tetrahydrofuran-methanol (3:1), and an aqueous solution of sodium hydroxide (1.004N; 17.4 ml, 17.4 mmol) was added thereto over a period of 10 minutes. The mixture was stirred at room temperature for 30 minutes, and the solvent was distilled off under reduced pressure. The resulting residue was dried using a vacuum pump. The obtained solid was dissolved in N,... Starting materials: CC=1C=C(CC(C(=O)O)CC(N2CCC(CC2)N2C(NC3=CC=CC=C3C2)=O)=O)C=CC1C (2-(3,4-dimethyl-benzyl)-4-oxo-4-[4-(2-oxo-1,4-dihydro-2H-quinazolin-3-yl)-piperidin-1-yl]-butanoic acid), CN1CCC(CC1)N1CCNCC1 (1-(1-methyl-piperidin-4-yl)-piperazine). The product is CC=1C=C(CC(C(=O)N2CCN(CC2)C2CCN(CC2)C)CC(=O)N2CCC(CC2)N2C(NC3=CC=CC=C3C2)=O)C=CC1C (2-(3,4-dimethyl-benzyl)-1-[4-(1-methyl-piperidin-4-yl)-piperazin-1-yl]-4-[4-(2-oxo-1,4-dihydro-2H-quinazolin-3-yl)-piperidin-1-yl]-butan-1,4-dione). As a reaction SMILES: [CH3:1][C:2]1[CH:3]=[C:4]([CH:30]=[CH:31][C:32]=1[CH3:33])[CH2:5][CH:6]([CH2:10][C:11](=[O:29])[N:12]1[CH2:17][CH2:16][CH:15]([N:18]2[CH2:27][C:26]3[C:21](=[CH:22][CH:23]=[CH:24][CH:25]=3)[NH:20][C:19]2=[O:28])[CH2:14][CH2:13]1)[C:7](O)=[O:8].[CH3:34][N:35]1[CH2:40][CH2:39][CH:38]([N:41]2[CH2:46][CH2:45][NH:44][CH2:43][CH2:42]2)[CH2:37][CH2:36]1>>[CH3:1][C:2]1[CH:3]=[C:4]([CH:30]=[CH:31][C:32]=1[CH3:33])[CH2:5][CH:6]([CH2:10][C:11]([N:12]1[CH2:13][CH2:14][CH:15]([N:18]2[CH2:27][C:26]3[C:21](=[CH:22][CH:23]=[CH:24][CH:25]=3)[NH:20][C:19]2=[O:28])[CH2:16][CH2:17]1)=[O:29])[C:7]([N:44]1[CH2:43][CH2:42][N:41]([CH:38]2[CH2:39][CH2:40][N:35]([CH3:34])[CH2:36][CH2:37]2)[CH2:46][CH2:45]1)=[O:8]. Procedure: Prepared analogously to Example 76e) from 2-(3,4-dimethyl-benzyl)-4-oxo-4-[4-(2-oxo-1,4-dihydro-2H-quinazolin-3-yl)-piperidin-1-yl]-butanoic acid and 1-(1-methyl-piperidin-4-yl)-piperazine.